From a dataset of the Open Reaction Database (ORD), a public repository of structured organic reaction records. describe an organic reaction: reactants, conditions, products, and yield The reactants are N1=C(C=CC2=CC=CC=C12)COCCCO (3-(quinolin-2-ylmethoxy)-propan-1-ol), BrCC1=C(OCC#N)C(=CC=C1)C ((2-bromomethyl-6-methyl-phenoxy)-acetonitrile). Product: CC1=C(OCC#N)C(=CC=C1)COCCCOCC1=NC2=CC=CC=C2C=C1 ({2-Methyl-6-[3-(quinolin-2-ylmethoxy)-propoxymethyl]-phenoxy}-acetonitrile). Reaction SMILES: [N:1]1[C:10]2[C:5](=[CH:6][CH:7]=[CH:8][CH:9]=2)[CH:4]=[CH:3][C:2]=1[CH2:11][O:12][CH2:13][CH2:14][CH2:15][OH:16].Br[CH2:18][C:19]1[CH:28]=[CH:27][CH:26]=[C:25]([CH3:29])[C:20]=1[O:21][CH2:22][C:23]#[N:24]>>[CH3:18][C:19]1[CH:28]=[CH:27][CH:26]=[C:25]([CH2:29][O:16][CH2:15][CH2:14][CH2:13][O:12][CH2:11][C:2]2[CH:3]=[CH:4][C:5]3[C:10](=[CH:9][CH:8]=[CH:7][CH:6]=3)[N:1]=2)[C:20]=1[O:21][CH2:22][C:23]#[N:24]. Procedure: MS (ESI) 377 (M+H)+. Prepared from 3-(quinolin-2-ylmethoxy)-propan-1-ol (EXAMPLE 34a) and (2-bromomethyl-6-methyl-phenoxy)-acetonitrile. Starting materials: O (water), C([O-])([O-])=O.[K+].[K+] (potassium carbonate), Cl.ClC1=NC(=CC=C1)C (2-chloro-6-methylpyridine hydrochloride), CC1=C(CNC(OC)=O)C=C(C=C1)C(C)=NO (methyl N-[2-methyl-5-(1-hydroxyiminoethyl)benzyl]carbamate). Solvent: C(C)(=O)OCC (ethyl acetate), CN(C=O)C (N,N-dimethylformamide). Reaction conditions: temperature 95 celsius. Product: CC1=C(CNC(OC)=O)C=C(C=C1)C(C)=NOCC1=NC(=CC=C1)C (methyl N-{2-methyl-5-[1-(6-methylpyridin-2-yl methoxy)iminoethyl]benzyl}carbamate). Isolated yield 48.3%. As a reaction SMILES: [CH3:1][C:2]1[CH:13]=[CH:12][C:11]([C:14](=[N:16][OH:17])[CH3:15])=[CH:10][C:3]=1[CH2:4][NH:5][C:6](=[O:9])[O:7][CH3:8].[C:18](=O)([O-])[O-].[K+].[K+].Cl.Cl[C:26]1[CH:31]=[CH:30][CH:29]=[C:28]([CH3:32])[N:27]=1.O>CN(C)C=O.C(OCC)(=O)C>[CH3:1][C:2]1[CH:13]=[CH:12][C:11]([C:14](=[N:16][O:17][CH2:18][C:26]2[CH:31]=[CH:30][CH:29]=[C:28]([CH3:32])[N:27]=2)[CH3:15])=[CH:10][C:3]=1[CH2:4][NH:5][C:6](=[O:9])[O:7][CH3:8] |f:1.2.3,4.5|. Procedure details: 0.43 g of methyl N-[2-methyl-5-(1-hydroxyiminoethyl)benzyl]carbamate was dissolved in 15 ml of N,N-dimethylformamide, 0.75 g of potassium carbonate and 0.32 g of 2-chloro-6-methylpyridine hydrochloride were added thereto, followed by stirring under heating at from 90 to 100° C. for 8 hours. After completion of the reaction, the reaction solution was poured into water, extraction with ethyl acetate was carried out, followed by washing with water, and the organic layer was dried over anhydrous mag... The reactants are ClC1=C(C=CC=C1I)C=1OC2=C(C(=CC(=C2C(C1)=O)OC)OC)[C@H]1[C@@H](N(CC1)C)CO ((+)-trans-2-(2-Chloro-3-iodo-phenyl)-8-(2-hydroxymethyl-1-methyl-pyrrolidin-3-yl)-5,7-dimethoxy-chromen-4-one), Cl.N1=CC=CC=C1 (pyridine hydrochloride), C(=O)([O-])[O-].[Na+].[Na+] (Na2CO3). Conditions: temperature 180 celsius. Product: ClC1=C(C=CC=C1I)C=1OC2=C(C(=CC(=C2C(C1)=O)O)O)[C@H]1[C@@H](N(CC1)C)CO ((+)-trans-2-(2-Chloro-3-iodo-phenyl)-5,7-dihydroxy-8-(2-hydroxymethyl-1-methyl-pyrrolidin-3-yl)-chromen-4-one). Reaction SMILES: [Cl:1][C:2]1[C:7]([I:8])=[CH:6][CH:5]=[CH:4][C:3]=1[C:9]1[O:10][C:11]2[C:16]([C:17](=[O:19])[CH:18]=1)=[C:15]([O:20]C)[CH:14]=[C:13]([O:22]C)[C:12]=2[C@@H:24]1[CH2:28][CH2:27][N:26]([CH3:29])[C@H:25]1[CH2:30][OH:31].Cl.N1C=CC=CC=1.C([O-])([O-])=O.[Na+].[Na+]>CO>[Cl:1][C:2]1[C:7]([I:8])=[CH:6][CH:5]=[CH:4][C:3]=1[C:9]1[O:10][C:11]2[C:16]([C:17](=[O:19])[CH:18]=1)=[C:15]([OH:20])[CH:14]=[C:13]([OH:22])[C:12]=2[C@@H:24]1[CH2:28][CH2:27][N:26]([CH3:29])[C@H:25]1[CH2:30][OH:31] |f:1.2,3.4.5|. Procedure details: A mixture of compound of example 60 (0.430 g, 0.77 mmol) and pyridine hydrochloride (2.0 g, 17.30 mmol) was heated at 180° C. for a period of 2.5 hours. The reaction mixture was diluted with methanol (60 mL) and basified with solid Na2CO3 to pH 10. The reaction mixture was filtered, and washed with methanol. The organic layer was concentrated and the residue purified by column chromatography using 0.01% ammonia and 4.5% methanol in chloroform as eluent to afford the title compound. Solvent: CO (methanol). Reactants: CO, O=[N+]([O-])c1ccc(-n2ccnc2)c(F)c1. Yields the product Nc1ccc(-n2ccnc2)c(F)c1. As a reaction SMILES: [CH3:16][OH:17].[F:1][c:2]1[c:3](-[n:11]2[cH:12][n:13][cH:14][cH:15]2)[cH:4][cH:5][c:6]([N+:8]([O-:9])=[O:10])[cH:7]1>>[F:1][c:2]1[c:3](-[n:11]2[cH:12][n:13][cH:14][cH:15]2)[cH:4][cH:5][c:6]([NH2:8])[cH:7]1.